This data is from the Open Reaction Database (ORD), a public repository of structured organic reaction records. The task is: describe an organic reaction: reactants, conditions, products, and yield The reactants are C(C)(=O)NN (acetic acid hydrazide), C(C)(=O)C1=CC=NC=C1 (4-acetylpyridine). Solvent: C(C)O (ethanol). The product is N1=CC=C(C=C1)C(C)=NNC(C)=O (acetic acid [1-(4-pyridinyl)ethylidene]hydrazide). Isolated yield 68.3%. As a reaction SMILES: [C:1]([NH:4][NH2:5])(=[O:3])[CH3:2].[C:6]([C:9]1[CH:14]=[CH:13][N:12]=[CH:11][CH:10]=1)(=O)[CH3:7]>C(O)C>[N:12]1[CH:13]=[CH:14][C:9]([C:6](=[N:5][NH:4][C:1](=[O:3])[CH3:2])[CH3:7])=[CH:10][CH:11]=1. Procedure: A mixture of 2.22 gm (0.03 mole) of acetic acid hydrazide, 3.63 gm (0.03 mole) of 4-acetylpyridine and 100 ml of absolute ethanol is refluxed 2 hr. The hot solution is filtered. The filtrate is diluted with water to the cloud point. The mixture is cooled to room temperature and then chilled in the refrigerator. The product is collected, washed with water and dried to yield 3.63 gm (69%) of the title compound having a melting point of 178.1° C. Reactants: [BH4-], CC(=O)O[BH-](OC(C)=O)OC(C)=O, CC(=O)O, O=Cc1ccccc1, ClCCCl, CN1CCN(C2CCC(n3cc(-c4ccc(CN)cc4)c4c(N)ncnc43)CC2)CC1, [Na+], [Na+]. The product is CN1CCN(C2CCC(n3cc(-c4ccc(CNCc5ccccc5)cc4)c4c(N)ncnc43)CC2)CC1. Reaction SMILES: [BH4-:58].[C:44]([O:45][BH-:46]([O:47][C:48](=[O:49])[CH3:50])[O:51][C:52](=[O:53])[CH3:54])(=[O:55])[CH3:56].[CH3:40][C:41](=[O:42])[OH:43].[CH:32](=[O:33])[c:34]1[cH:35][cH:36][cH:37][cH:38][cH:39]1.[Cl:60][CH2:61][CH2:62][Cl:63].[NH2:1][CH2:2][c:3]1[cH:4][cH:5][c:6](-[c:9]2[cH:10][n:11]([CH:19]3[CH2:20][CH2:21][CH:22]([N:25]4[CH2:26][CH2:27][N:28]([CH3:31])[CH2:29][CH2:30]4)[CH2:23][CH2:24]3)[c:12]3[n:13][cH:14][n:15][c:16]([NH2:18])[c:17]23)[cH:7][cH:8]1.[Na+:57].[Na+:59]>>[NH:1]([CH2:2][c:3]1[cH:4][cH:5][c:6](-[c:9]2[cH:10][n:11]([CH:19]3[CH2:20][CH2:21][CH:22]([N:25]4[CH2:26][CH2:27][N:28]([CH3:31])[CH2:29][CH2:30]4)[CH2:23][CH2:24]3)[c:12]3[n:13][cH:14][n:15][c:16]([NH2:18])[c:17]23)[cH:7][cH:8]1)[CH2:32][c:34]1[cH:35][cH:36][cH:37][cH:38][cH:39]1. Reactants: C(C)OC(=O)C1=CCCS1 (5-ethoxycarbonyl-2,3-dihydrothiophene), [C-]#N.[Na+] (sodium cyanide), O (Water). The solvent is CN(C=O)C (dimethylformamide). Run at time 2 day. Product: C(#N)[C@@H]1CCS[C@H]1C(=O)OCC (trans-4-cyano-5-ethoxycarbonyltetrahydrothiophene). Yield: 22.2%. RXN SMILES: [CH2:1]([O:3][C:4]([C:6]1[S:10][CH2:9][CH2:8][CH:7]=1)=[O:5])[CH3:2].[C-:11]#[N:12].[Na+].O>CN(C)C=O>[C:11]([C@H:7]1[C@H:6]([C:4]([O:3][CH2:1][CH3:2])=[O:5])[S:10][CH2:9][CH2:8]1)#[N:12] |f:1.2|. Procedure details: To a stirred solution of 5-ethoxycarbonyl-2,3-dihydrothiophene (500 mg) in dimethylformamide (3 ml), sodium cyanide (187 mg) was added under nitrogen atmosphere and the mixture was stirred for 2 days at room temperature. Water was added to the mixture and extracted with diethyl ether. The organic layer was washed with saturated sodium chloride solution, dried over magnesium sulfate and concentrated in vacuo. The oily residue was purified by a silica gel column chromatography to give 130 mg (24%)...